Task: describe an organic reaction: reactants, conditions, products, and yield. Dataset: the Open Reaction Database (ORD), a public repository of structured organic reaction records The reactants are BrCC(=O)N(C1=CC=C(C=C1)OC)C(C)C (2-bromo-N-isopropyl-N-(4-methoxy-phenyl) acetamide), C[Si](C)(C)[N-][Si](C)(C)C.[Na+] (NaN(TMS)2), O=C1CC(N(C2=C(N1)C=CC=C2)C2=NC=CC=C2)=O (2,4-dioxo-5-pyrid-2-yl-2,3,4,5-tetrahydro-benzo[b][1,4]diazepine), O (H2O). Solvent: CN(C)C=O (DMF), C1CCOC1 (THF), CN(C)C=O (DMF). Conditions: temperature 0 celsius, time 15 minute. Yields the product O=C1CC(N(C2=C(N1CC(=O)N(C1=CC=C(C=C1)OC)C(C)C)C=CC=C2)C2=NC=CC=C2)=O (2-(2,4-dioxo-5-pyrid-2-yl-2,3,4,5-tetrahydro-benzo[b][1,4]diazepin-1-yl)-N-isopropyl-N-(4-methoxy-phenyl) acetamide). Yield: 47.7%. Reaction SMILES: C[Si]([N-][Si](C)(C)C)(C)C.[Na+].[O:11]=[C:12]1[NH:18][C:17]2[CH:19]=[CH:20][CH:21]=[CH:22][C:16]=2[N:15]([C:23]2[CH:28]=[CH:27][CH:26]=[CH:25][N:24]=2)[C:14](=[O:29])[CH2:13]1.Br[CH2:31][C:32]([N:34]([CH:43]([CH3:45])[CH3:44])[C:35]1[CH:40]=[CH:39][C:38]([O:41][CH3:42])=[CH:37][CH:36]=1)=[O:33].O>C1COCC1.CN(C=O)C>[O:11]=[C:12]1[N:18]([CH2:31][C:32]([N:34]([CH:43]([CH3:45])[CH3:44])[C:35]2[CH:40]=[CH:39][C:38]([O:41][CH3:42])=[CH:37][CH:36]=2)=[O:33])[C:17]2[CH:19]=[CH:20][CH:21]=[CH:22][C:16]=2[N:15]([C:23]2[CH:28]=[CH:27][CH:26]=[CH:25][N:24]=2)[C:14](=[O:29])[CH2:13]1 |f:0.1|. Procedure: 1.6 mL (1.6 mmol, 1.0 equiv) of 1M NaN(TMS)2 in THF is added dropwise to a solution of 0.40 g (1.6 mmol, 1.0 equiv) of 2,4-dioxo-5-pyrid-2-yl-2,3,4,5-tetrahydro-benzo[b][1,4]diazepine in 20 mL of DMF at 0° C. After 15 min, a solution of 0.47 g (1.6 mmol, 1.0 equiv) of 2-bromo-N-isopropyl-N-(4-methoxy-phenyl) acetamide in 3 mL of DMF is added dropwise and the resulting green solution is stirred at 0° C. for 25 min. The reaction mixture is poured into 100 mL of H2O and extracted with EtOAc (×2). T... The reactants are CO (MeOH), C(C)(C)(C)OC(CC[C@H]1NC(C[C@@H]/2OC(CNC([C@H](NC([C@@H](CSSCC\C=C2)NC1=O)=O)C(C)C)=O)=O)=O)=O (3-((E)-(1S,7R,10S,21R)-7-Isopropyl-3,6,9,19,22-pentaoxo-2-oxa-12,13-dithia-5,8,20,23-tetraaza-bicyclo[8.7.6]tricos-16-en-21-yl)-propionic acid tert-butyl ester), [SiH](CC)(CC)CC (Et3SiH), C(=O)(C(F)(F)F)O (TFA). Run in C(Cl)Cl (CH2Cl2). Yields the product C(C)(C)[C@@H]1C(NCC(O[C@@H]2/C=C/CCSSC[C@H](C(N1)=O)NC([C@H](NC(C2)=O)CCC(=O)O)=O)=O)=O (3-((E)-(1S,7R,10S,21R)-7-Isopropyl-3,6,9,19,22-pentaoxo-2-oxa-12,13-dithia-5,8,20,23-tetraaza-bicyclo[8.7.6]tricos-16-en-21-yl)-propionic acid). RXN SMILES: C([O:5][C:6](=[O:40])[CH2:7][CH2:8][C@@H:9]1[C:31](=[O:32])[NH:30][C@@H:22]2[CH2:23][S:24][S:25][CH2:26][CH2:27][CH:28]=[CH:29][C@@H:13]([O:14][C:15](=[O:38])[CH2:16][NH:17][C:18](=[O:37])[C@@H:19]([CH:34]([CH3:36])[CH3:35])[NH:20][C:21]2=[O:33])[CH2:12][C:11](=[O:39])[NH:10]1)(C)(C)C.[SiH](CC)(CC)CC.C(O)(C(F)(F)F)=O.CO>C(Cl)Cl>[CH:34]([C@H:19]1[NH:20][C:21](=[O:33])[C@@H:22]2[NH:30][C:31](=[O:32])[C@@H:9]([CH2:8][CH2:7][C:6]([OH:40])=[O:5])[NH:10][C:11](=[O:39])[CH2:12][C@@H:13]([CH:29]=[CH:28][CH2:27][CH2:26][S:25][S:24][CH2:23]2)[O:14][C:15](=[O:38])[CH2:16][NH:17][C:18]1=[O:37])([CH3:36])[CH3:35]. Reported procedure: To a solution of 9F (12 mg, 0.02 mmol) and Et3SiH (10 μL, 0.06 mmol) in CH2Cl2 (1.5 mL) was added TFA (150 μL, 2.0 mmol). After 6 h the solvent was removed and the residue purified by column chromatography on silica gel (10% methanol/CH2Cl2 then +1% AcOH) to give 1° F. (5.6 mg, 0.01 mmol, 55%) as a white solid: [α]25D −63.4 (c 0.25, MeOH); 1H-NMR (400 MHz, CD3OD) δ 7.5 (1×NH observed, d, J=7.5 Hz, 1H), 5.81 (dddd, J=16.8, 6.8, 4.8, 2.5 Hz, 1H), 5.75-5.67 (m, 2H), 4.62 (ddd, J=11.0, 8.0, 5.5 Hz 1... Starting materials: CCOCC, NC(N)=O, Cc1cccc(C(C)(C)O)c1N. The product is Cc1cccc2c1NC(=O)OC2(C)C. RXN SMILES: [CH3:17][CH2:18][O:19][CH2:20][CH3:21].[NH2:13][C:14]([NH2:15])=[O:16].[NH2:1][c:2]1[c:3]([C:9]([CH3:10])([CH3:11])[OH:12])[cH:4][cH:5][cH:6][c:7]1[CH3:8]>>[NH:1]1[c:2]2[c:3]([cH:4][cH:5][cH:6][c:7]2[CH3:8])[C:9]([CH3:10])([CH3:11])[O:12][C:14]1=[O:16].